This data is from the Open Reaction Database (ORD), a public repository of structured organic reaction records. The task is: describe an organic reaction: reactants, conditions, products, and yield Reactants: ClC=1C(N(C=C(N1)Cl)[C@@H](CC)C1CC1)=O (3,5-dichloro-1-[(1S)-1-cyclopropylpropyl]-2(1H)-pyrazinone), Cl.BrC=1C=C(C=C2CCNC12)OC (7-bromo-5-methoxyindoline hydrochloride). Product: BrC=1C=C(C=C2CCN(C12)C=1C(N(C=C(N1)Cl)[C@@H](CC)C1CC1)=O)OC (3-(7-Bromo-5-methoxy-2,3-dihydro-1H-indol-1-yl)-5-chloro-1-[(1S)-1-cyclopropylpropyl]-2(1H)-pyrazinone). Reaction SMILES: Cl[C:2]1[C:3](=[O:15])[N:4]([C@H:9]([CH:12]2[CH2:14][CH2:13]2)[CH2:10][CH3:11])[CH:5]=[C:6]([Cl:8])[N:7]=1.Cl.[Br:17][C:18]1[CH:19]=[C:20]([O:27][CH3:28])[CH:21]=[C:22]2[C:26]=1[NH:25][CH2:24][CH2:23]2>>[Br:17][C:18]1[CH:19]=[C:20]([O:27][CH3:28])[CH:21]=[C:22]2[C:26]=1[N:25]([C:2]1[C:3](=[O:15])[N:4]([C@H:9]([CH:12]3[CH2:14][CH2:13]3)[CH2:10][CH3:11])[CH:5]=[C:6]([Cl:8])[N:7]=1)[CH2:24][CH2:23]2 |f:1.2|. Reported procedure: Prepared in a similar fashion as described for Example 413 using 3,5-dichloro-1-[(1S)-1-cyclopropylpropyl]-2(1H)-pyrazinone and 7-bromo-5-methoxyindoline hydrochloride as the starting materials. mp 138–140° C.; 1H NMR (300 MHz, CDCl3): δ 6.94 (s, 1 H), 6.89 (d, J=2.2 Hz, 1 H), 6.76 (d, J=2.2 Hz, 1 H), 4.34–4.24 (m, 2 H), 4.10–4.01 (m, 1 H), 3.76 (s, 3 H), 3.09 (t, J=7.9 Hz, 2 H), 1.94–1.74 (m, 2 H), 1.06–0.98 (m, 1 H), 0.95–0.86 (m, 3 H), 0.79–0.72 (m, 1 H), 0.54–0.44 (m, 2 H), 0.35–0.22 (m, 1 H... The reactants are S1C(=CC2=C1C=CC=C2)C(=O)O (benzothiophene carboxylic acid), CN(C)C=O (DMF), C(C(=O)Cl)(=O)Cl (oxalyl chloride). The solvent is CC1CCCO1 (MeTHF), CC1CCCO1 (MeTHF). Reaction conditions: temperature 20 celsius, time 16 hour. The product is S1C2=C(C(=C1)C(=O)Cl)C=CC=C2 (benzo[b]thiophene-3-carbonyl chloride). Reaction SMILES: [S:1]1[C:5]2[CH:6]=[CH:7][CH:8]=[CH:9][C:4]=2[CH:3]=[C:2]1C(O)=O.CN(C=O)C.C(Cl)(=O)[C:19]([Cl:21])=[O:20]>CC1OCCC1>[S:1]1[CH:2]=[C:3]([C:19]([Cl:21])=[O:20])[C:4]2[CH:9]=[CH:8][CH:7]=[CH:6][C:5]1=2. Procedure: To benzothiophene carboxylic acid (7 g) in MeTHF (6.5 Vols, 45.5 mL) is added a catalytic amount of DMF (0.01 eq.). Then, oxalyl chloride (1.1 eq.) is charged slowly to control the gaz release. After 16 h of stirring at 20° C., the end of the reaction is controlled by HPLC. MeTHF (6.5 Vols) is next added and the reaction mixture is concentrated to 5 volumes to remove the excess of oxalyl chloride. The resulting benzo[b]thiophene-3-carbonyl chloride is stored in a MeTHF solution. Starting materials: CC1(C)OB(c2cccc3[nH]ncc23)OC1(C)C, CNCc1cc2nc(Cl)nc(N3CCOCC3)c2s1. Product: CNCc1cc2nc(-c3cccc4[nH]ncc34)nc(N3CCOCC3)c2s1. RXN SMILES: [CH3:20][C:21]1([CH3:22])[C:23]([CH3:24])([CH3:25])[O:26][B:27]([c:28]2[c:29]3[cH:30][n:31][nH:32][c:33]3[cH:34][cH:35][cH:36]2)[O:37]1.[Cl:1][c:2]1[n:3][c:4]([N:14]2[CH2:15][CH2:16][O:17][CH2:18][CH2:19]2)[c:5]2[c:6]([n:7]1)[cH:8][c:9]([CH2:11][NH:12][CH3:13])[s:10]2>>[c:2]1(-[c:28]2[c:29]3[cH:30][n:31][nH:32][c:33]3[cH:34][cH:35][cH:36]2)[n:3][c:4]([N:14]2[CH2:15][CH2:16][O:17][CH2:18][CH2:19]2)[c:5]2[c:6]([n:7]1)[cH:8][c:9]([CH2:11][NH:12][CH3:13])[s:10]2.